Dataset: the Open Reaction Database (ORD), a public repository of structured organic reaction records. Task: describe an organic reaction: reactants, conditions, products, and yield Starting materials: C(C)(C)(C)OC(C=CC1=C(C=C(C=C1)OCC1=CC=CC=C1)C=O)=O (3-(4-benzyloxy-2-formyl-phenyl)-acrylic acid tert-butyl ester), CC(C)=CC (2-methyl-2-butene), [O-]Cl=O.[Na+] (NaClO2), NaH2PO4. The solvent is C(C)(C)(C)O (tert-butanol), O (H2O). Run at temperature 0 celsius, time 15 minute. The product is C(C1=CC=CC=C1)OC=1C=CC(=C(C(=O)O)C1)C=CC(=O)OC(C)(C)C (5-Benzyloxy-2-(2-tert-butoxycarbonyl-vinyl)-benzoic acid). Yield: 96.6%. RXN SMILES: [C:1]([O:5][C:6](=[O:25])[CH:7]=[CH:8][C:9]1[CH:14]=[CH:13][C:12]([O:15][CH2:16][C:17]2[CH:22]=[CH:21][CH:20]=[CH:19][CH:18]=2)=[CH:11][C:10]=1[CH:23]=[O:24])([CH3:4])([CH3:3])[CH3:2].CC(=CC)C.[O-:31]Cl=O.[Na+]>C(O)(C)(C)C.O>[CH2:16]([O:15][C:12]1[CH:13]=[CH:14][C:9]([CH:8]=[CH:7][C:6]([O:5][C:1]([CH3:4])([CH3:2])[CH3:3])=[O:25])=[C:10]([CH:11]=1)[C:23]([OH:31])=[O:24])[C:17]1[CH:18]=[CH:19][CH:20]=[CH:21][CH:22]=1 |f:2.3|. Procedure details: A solution of 3-(4-benzyloxy-2-formyl-phenyl)-acrylic acid tert-butyl ester (6.70 g, 19.8 mmol) in tert-butanol (150 mL) was treated with 2-methyl-2-butene (50 mL) and cooled to 0° C. A solution of NaClO2 (17.0 g, 188 mmol) and NaH2PO4 (17.0 g, 142 mmol) in H2O (200 mL) was added, and the mixture was stirred at 0° C. for 15 min. The ice bath was removed, and the mixture was stirred at room temperature for 2 h. The organic layer was separated, and the aqueous layer was extracted with EtOAc (2×100...